Dataset: the Open Reaction Database (ORD), a public repository of structured organic reaction records. Task: describe an organic reaction: reactants, conditions, products, and yield Starting materials: CCOP(=O)(Cc1ccc(P(=O)(OCC)OCC)cc1)OCC, CS(C)=O, CC1(C)CCC(C)(C)c2cc(C=O)ccc21, Cl, [H-], [Na+]. Product: CCOP(=O)(OCC)c1ccc(C=Cc2ccc3c(c2)C(C)(C)CCC3(C)C)cc1. As a reaction SMILES: [CH2:1]([O:2][P:3]([O:4][CH2:5][CH3:6])(=[O:7])[CH2:9][c:10]1[cH:11][cH:12][c:13]([P:16]([O:17][CH2:18][CH3:19])(=[O:20])[O:21][CH2:22][CH3:23])[cH:14][cH:15]1)[CH3:8].[CH3:43][S:44](=[O:45])[CH3:46].[CH:26](=[O:27])[c:28]1[cH:29][c:30]2[c:35]([cH:36][cH:37]1)[C:34]([CH3:38])([CH3:39])[CH2:33][CH2:32][C:31]2([CH3:40])[CH3:41].[ClH:42].[H-:24].[Na+:25]>>[CH:9]([c:10]1[cH:11][cH:12][c:13]([P:16]([O:17][CH2:18][CH3:19])(=[O:20])[O:21][CH2:22][CH3:23])[cH:14][cH:15]1)=[CH:26][c:28]1[cH:29][c:30]2[c:35]([cH:36][cH:37]1)[C:34]([CH3:38])([CH3:39])[CH2:33][CH2:32][C:31]2([CH3:40])[CH3:41]. The reactants are FC=1C=C(C(=O)O)C=CC1F (3,4-difluorobenzoic acid), C1CCC2=CC(=CC=C12)OC1=CC=C(C=N1)N (6-[(2,3-dihydro-1H-inden-5-yl)oxy]-3-pyridinylamine). Yields the product NC=1C=CC(=NC1)OC1=C2CCC(C2=CC=C1)=O (4-[(5-amino-2-pyridinyl)oxy]-1-indanone). RXN SMILES: FC1C=C(C=CC=1F)C(O)=[O:6].[CH2:12]1[C:20]2[C:15](=[CH:16][C:17]([O:21][C:22]3[N:27]=[CH:26][C:25]([NH2:28])=[CH:24][CH:23]=3)=[CH:18][CH:19]=2)[CH2:14][CH2:13]1>>[NH2:28][C:25]1[CH:24]=[CH:23][C:22]([O:21][C:17]2[CH:16]=[CH:15][CH:14]=[C:13]3[C:18]=2[CH2:19][CH2:20][C:12]3=[O:6])=[N:27][CH:26]=1. Procedure details: According to the same manner as that described in Example 1 except for using an equimolar amount of 3,4-difluorobenzoic acid in place of 3,4-dichlorobenzoic acid and using an equimolar amount of 6-[(2,3-dihydro-1H-inden-5-yl)oxy]-3-pyridinylamine obtained in Reference Example 19 in place of 4-[(5-amino-2-pyridinyl)oxy]-1-indanone, the reaction was carried out to obtain the titled compound. The reactants are CCNCC, CN1CCN(c2ccc(C(=O)Cl)cc2S(=O)(=O)N(C)C)CC1, Cl, C1CCOC1, O. Product: CCN(CC)C(=O)c1ccc(N2CCN(C)CC2)c(S(=O)(=O)N(C)C)c1. As a reaction SMILES: [CH2:24]([CH3:25])[NH:26][CH2:27][CH3:28].[CH3:2][N:3]([S:4](=[O:5])(=[O:6])[c:7]1[cH:8][c:9]([C:10](=[O:11])[Cl:12])[cH:13][cH:14][c:15]1[N:16]1[CH2:17][CH2:18][N:19]([CH3:22])[CH2:20][CH2:21]1)[CH3:23].[ClH:1].[O:30]1[CH2:31][CH2:32][CH2:33][CH2:34]1.[OH2:29]>>[CH3:2][N:3]([S:4](=[O:5])(=[O:6])[c:7]1[cH:8][c:9]([C:10](=[O:11])[N:26]([CH2:24][CH3:25])[CH2:27][CH3:28])[cH:13][cH:14][c:15]1[N:16]1[CH2:17][CH2:18][N:19]([CH3:22])[CH2:20][CH2:21]1)[CH3:23]. The reactants are Brc1cnccn1, C#CCCCCOCCCCCCBr, CC#N, [Cu]I. Product: BrCCCCCCOCCCCC#Cc1cnccn1. Reaction SMILES: [Br:1][c:2]1[n:3][cH:4][cH:5][n:6][cH:7]1.[Br:8][CH2:9][CH2:10][CH2:11][CH2:12][CH2:13][CH2:14][O:15][CH2:16][CH2:17][CH2:18][CH2:19][C:20]#[CH:21].[CH3:22][C:23]#[N:24].[Cu:25][I:26]>>[c:2]1([C:21]#[C:20][CH2:19][CH2:18][CH2:17][CH2:16][O:15][CH2:14][CH2:13][CH2:12][CH2:11][CH2:10][CH2:9][Br:8])[n:3][cH:4][cH:5][n:6][cH:7]1.